From a dataset of the Open Reaction Database (ORD), a public repository of structured organic reaction records. describe an organic reaction: reactants, conditions, products, and yield Procedure: A mixture of 3-isopropylphenoxyacetic acid (prepared by the reaction of 3-isopropylphenol with chloroacetic acid in the presence of sodium hydroxide, 5.0 g, 25.8 mmol) and SOCl2 (5.0 mL, 8.2 g, 68.8 mmol) in 10 mL of benzene was refluxed for 2 h. Thereafter volatile materials were removed by vacuum distillation to give 3-isopropylphenoxyacetic acid chloride as a light brown oil. To an ice-bath cooled solution of 4-aminobutyric acid (5.3 g, 51.6 mmol, 2.0 eq) and NaOH (2.0 g, 51.6 mmol) in 60 mL ... Reaction SMILES: [CH:1]([C:4]1[CH:5]=[C:6]([CH:12]=[CH:13][CH:14]=1)[O:7][CH2:8][C:9](O)=[O:10])([CH3:3])[CH3:2].C(C1C=C(O)C=CC=1)(C)C.[Cl:25]CC(O)=O.[OH-].[Na+].O=S(Cl)Cl>C1C=CC=CC=1>[CH:1]([C:4]1[CH:5]=[C:6]([CH:12]=[CH:13][CH:14]=1)[O:7][CH2:8][C:9]([Cl:25])=[O:10])([CH3:3])[CH3:2] |f:3.4|. Product: C(C)(C)C=1C=C(OCC(=O)Cl)C=CC1 (3-isopropylphenoxyacetic acid chloride). Starting materials: C(C)(C)C=1C=C(OCC(=O)O)C=CC1 (3-isopropylphenoxyacetic acid), C(C)(C)C=1C=C(C=CC1)O (3-isopropylphenol), ClCC(=O)O (chloroacetic acid), [OH-].[Na+] (sodium hydroxide), O=S(Cl)Cl (SOCl2). Solvent: C1=CC=CC=C1 (benzene). The reactants are O=[O+][O-] (ozone), O=[O+][O-] (ozone), C(C=CC)C1C(C2=CC(=CC=C2C1)C(=O)OC)=O ((RS)-2-(2-buten-1-yl)-6-methoxycarbonyl-1-indanone). Run in ClCCl (dichloromethane). Conditions: time 45 minute. Yields the product O=CCC1C(C2=CC(=CC=C2C1)C(=O)OC)=O ((RS)-2-(2-oxoethyl)-6-methoxycarbonyl-1-indanone). The yield is 45.0%. RXN SMILES: [O:1]=[O+][O-].[CH2:4]([CH:8]1[CH2:16][C:15]2[C:10](=[CH:11][C:12]([C:17]([O:19][CH3:20])=[O:18])=[CH:13][CH:14]=2)[C:9]1=[O:21])[CH:5]=CC>ClCCl>[O:1]=[CH:5][CH2:4][CH:8]1[CH2:16][C:15]2[C:10](=[CH:11][C:12]([C:17]([O:19][CH3:20])=[O:18])=[CH:13][CH:14]=2)[C:9]1=[O:21]. Procedure: An ozone stream (3 g ozone/hour) was conducted for 45 minutes while stirring through a solution, cooled to -70°, of 10.5 g of (RS)-2-(2-buten-1-yl)-6-methoxycarbonyl-1-indanone in 150 ml of anhydrous dichloromethane. Subsequently, the mixture was flushed with oxygen for 5 minutes and with argon for 10 minutes. After the addition of 4.74 ml of dimethyl sulfide, the mixture was stirred at room temperature for 18 hours. The reaction mixture was evaporated in a vacuum and purified by column chromato... The reactants are COC1=C(C(NC(=C1)C)=O)CNC(=O)C1=C(N(C2=NC=CC=C21)C(C)C=2C=C(C(=O)O)C=CC2)C (3-(1-(3-(((4-methoxy-6-methyl-2-oxo-1,2-dihydropyridin-3-yl)methyl)carbamoyl)-2-methyl-1H-pyrrolo[2,3-b]pyridin-1-yl)ethyl)benzoic acid), CO (MeOH). The reagents and catalysts are S(O)(O)(=O)=O (sulfuric acid). Conditions: temperature 70 celsius, time 1 hour. Product: COC1=C(C(NC(=C1)C)=O)CNC(=O)C1=C(N(C2=NC=CC=C21)C(C)C=2C=C(C(=O)OC)C=CC2)C (Methyl 3-(1-(3-(((4-methoxy-6-methyl-2-oxo-1,2-dihydropyridin-3-yl)methyl)carbamoyl)-2-methyl-1H-pyrrolo[2,3-b]pyridin-1-yl)ethyl)benzoate). Yield: 97.0%. Reaction SMILES: [CH3:1][O:2][C:3]1[CH:8]=[C:7]([CH3:9])[NH:6][C:5](=[O:10])[C:4]=1[CH2:11][NH:12][C:13]([C:15]1[C:23]2[C:18](=[N:19][CH:20]=[CH:21][CH:22]=2)[N:17]([CH:24]([C:26]2[CH:27]=[C:28]([CH:32]=[CH:33][CH:34]=2)[C:29]([OH:31])=[O:30])[CH3:25])[C:16]=1[CH3:35])=[O:14].[CH3:36]O>S(=O)(=O)(O)O>[CH3:1][O:2][C:3]1[CH:8]=[C:7]([CH3:9])[NH:6][C:5](=[O:10])[C:4]=1[CH2:11][NH:12][C:13]([C:15]1[C:23]2[C:18](=[N:19][CH:20]=[CH:21][CH:22]=2)[N:17]([CH:24]([C:26]2[CH:27]=[C:28]([CH:32]=[CH:33][CH:34]=2)[C:29]([O:31][CH3:36])=[O:30])[CH3:25])[C:16]=1[CH3:35])=[O:14]. Procedure: To a solution of 3-(1-(3-(((4-methoxy-6-methyl-2-oxo-1,2-dihydropyridin-3-yl)methyl)carbamoyl)-2-methyl-1H-pyrrolo[2,3-b]pyridin-1-yl)ethyl)benzoic acid (20 mg, 0.042 mmol) in MeOH (6 mL) was added 2-3 drops of sulfuric acid. The mixture was stirred at 70° C. for 1 hour. The solvent was evaporated. The residue was dissolved in water (3 mL), quenched by saturated NaHCO, solution, extracted with EA (10×3). The combined organic phase was dried by sodium sulfate, and then filtered. The filtrate was ... The reactants are BrCCN(C1=CC=C(C=C1)/N=N/C1=CC=C(C=O)C=C1)CC (4-((E)-{4-[(2-bromoethyl) (ethyl)amino]phenyl}diazenyl)benzaldehyde), Cl.CN1/C(/SC=C1C)=N/N ((2Z)-3,4-dimethyl-1,3-thiazol-2(3H)-one hydrazone hydrochloride), [OH-].[Na+] (sodium hydroxide). Solvent: O (water), C(C)(=O)O (acetic acid). Run at time 60 minute. The product is CN1/C(/SC=C1C)=N/N=CC1=CC=C(C=C1)\N=N\C1=CC=C(C=C1)N(CC)CCBr (4-((E)-{4-[(2-bromoethyl)(ethyl)amino]phenyl}diazenyl)benzaldehyde-((2Z)-3,4-dimethyl-1,3-thiazol-2(3H)ylidene) hydrazone). As a reaction SMILES: [Br:1][CH2:2][CH2:3][N:4]([CH2:21][CH3:22])[C:5]1[CH:10]=[CH:9][C:8](/[N:11]=[N:12]/[C:13]2[CH:20]=[CH:19][C:16]([CH:17]=O)=[CH:15][CH:14]=2)=[CH:7][CH:6]=1.Cl.[CH3:24][N:25]1[C:29]([CH3:30])=[CH:28][S:27]/[C:26]/1=[N:31]\[NH2:32].[OH-].[Na+]>C(O)(=O)C.O>[CH3:24][N:25]1[C:29]([CH3:30])=[CH:28][S:27]/[C:26]/1=[N:31]\[N:32]=[CH:17][C:16]1[CH:19]=[CH:20][C:13](/[N:12]=[N:11]/[C:8]2[CH:9]=[CH:10][C:5]([N:4]([CH2:3][CH2:2][Br:1])[CH2:21][CH3:22])=[CH:6][CH:7]=2)=[CH:14][CH:15]=1 |f:1.2,3.4|. Reported procedure: A mixture of 0.43 g of 4-((E)-{4-[(2-bromoethyl) (ethyl)amino]phenyl}diazenyl)benzaldehyde and 0.21 g of (2Z)-3,4-dimethyl-1,3-thiazol-2(3H)-one hydrazone hydrochloride in 10% acetic acid is stirred at room temperature for 60 minutes. Next, the preparation is diluted with 50 mL of water and cooled with ice. The reaction mixture is made neutral with 2N sodium hydroxide, then the precipitate that formed is suction filtered off, washed with water, and the product obtained is dried under vacuum. Starting materials: COC=1C=C(C=CC1)B(O)O (3-methoxybenzene boronic acid), BrC=1C=CC(=C(C1)NC(COCC(=O)NC1=C(C(=O)O)C=C(C=C1)Cl)=O)C (2-[((2-[(5-bromo-2-methylphenyl)amino]-2-oxoethoxy)acetyl)amino]-5-chlorobenzoic acid), methyl ester. Product: ClC=1C=CC(=C(C(=O)O)C1)NC(COCC(=O)NC=1C=C(C=CC1C)C1=CC(=CC=C1)OC)=O (5-chloro-2-[((2-[(3′-methoxy-4-methylbiphenyl-3-yl)amino]-2-oxoethoxy)acetyl)amino]benzoic acid). Reaction SMILES: [CH3:1][O:2][C:3]1[CH:4]=[C:5](B(O)O)[CH:6]=[CH:7][CH:8]=1.Br[C:13]1[CH:14]=[CH:15][C:16]([CH3:38])=[C:17]([NH:19][C:20](=[O:37])[CH2:21][O:22][CH2:23][C:24]([NH:26][C:27]2[CH:35]=[CH:34][C:33]([Cl:36])=[CH:32][C:28]=2[C:29]([OH:31])=[O:30])=[O:25])[CH:18]=1>>[Cl:36][C:33]1[CH:34]=[CH:35][C:27]([NH:26][C:24](=[O:25])[CH2:23][O:22][CH2:21][C:20]([NH:19][C:17]2[CH:18]=[C:13]([C:5]3[CH:6]=[CH:7][CH:8]=[C:3]([O:2][CH3:1])[CH:4]=3)[CH:14]=[CH:15][C:16]=2[CH3:38])=[O:37])=[C:28]([CH:32]=1)[C:29]([OH:31])=[O:30]. Procedure: Using the same method as in Example 19-(ii), 3-methoxybenzene boronic acid was reacted with the 2-[((2-[(5-bromo-2-methylphenyl)amino]-2-oxoethoxy)acetyl)amino]-5-chlorobenzoic acid.methyl ester obtained in Example 38-(i) to give 5-chloro-2-[((2-[(3′-methoxy-4-methylbiphenyl-3-yl)amino]-2-oxoethoxy)acetyl)amino]benzoic acid.methyl ester (yield: 63%). The reactants are NC1=C(C=C(C=C1)C(C(=O)O)C)CC(=O)O (2-(4-Amino-3-carboxymethylphenyl)propionic acid), diazo, C(C=1C(S)=CC=CC1)(=O)O (thiosalicylic acid). Product: C(=O)(O)CC=1C=C(C=CC1SC1=C(C=CC=C1)C(=O)O)C(C(=O)O)C (2-[3-carboxymethyl-4-(2-carboxyphenylthio)phenyl]propionic acid). As a reaction SMILES: N[C:2]1[CH:7]=[CH:6][C:5]([CH:8]([CH3:12])[C:9]([OH:11])=[O:10])=[CH:4][C:3]=1[CH2:13][C:14]([OH:16])=[O:15].[C:17]([OH:26])(=[O:25])[C:18]1[C:19](=[CH:21][CH:22]=[CH:23][CH:24]=1)[SH:20]>>[C:14]([CH2:13][C:3]1[CH:4]=[C:5]([CH:8]([CH3:12])[C:9]([OH:11])=[O:10])[CH:6]=[CH:7][C:2]=1[S:20][C:19]1[CH:21]=[CH:22][CH:23]=[CH:24][C:18]=1[C:17]([OH:26])=[O:25])([OH:16])=[O:15]. Reported procedure: 2-(4-Amino-3-carboxymethylphenyl)propionic acid or its salt is diazotized in the same manner as in Preparation-I, and the resulting compound (i.e., diazo compound) is reacted with thiosalicylic acid at 0 to 100° C., preferably under basic conditions, to give the 2-[3-carboxymethyl-4-(2-carboxyphenylthio)phenyl]propionic acid or its salt. Starting materials: C1(CCCCC1)N(C(=O)NC=1SC(=CN1)SC#N)[C@@H]1CC[C@H](CC1)C (1-cyclohexyl-1-(trans-4-methyl-cyclohexyl)-3-(5-thiocyanato-thiazol-2-yl)-urea), SC[C@H](O)[C@H](O)CS (dithioerythritol), N(CCCCCCCl)=CCCl (2-(hexamethyleneimino)ethyl chloride). RXN SMILES: [CH:1]1([N:7]([C@H:19]2[CH2:24][CH2:23][C@H:22]([CH3:25])[CH2:21][CH2:20]2)[C:8]([NH:10][C:11]2[S:12][C:13]([S:16]C#N)=[CH:14][N:15]=2)=[O:9])[CH2:6][CH2:5][CH2:4][CH2:3][CH2:2]1.SC[C@@H]([C@@H](CS)O)O.[N:34](=[CH:42][CH2:43]Cl)[CH2:35][CH2:36][CH2:37][CH2:38][CH2:39][CH2:40]Cl>>[N:34]1([CH2:42][CH2:43][S:16][C:13]2[S:12][C:11]([NH:10][C:8](=[O:9])[N:7]([CH:1]3[CH2:2][CH2:3][CH2:4][CH2:5][CH2:6]3)[C@H:19]3[CH2:20][CH2:21][C@H:22]([CH3:25])[CH2:23][CH2:24]3)=[N:15][CH:14]=2)[CH2:40][CH2:39][CH2:38][CH2:37][CH2:36][CH2:35]1. Reported procedure: Prepared as described in general procedure (H) using 1-cyclohexyl-1-(trans-4-methyl-cyclohexyl)-3-(5-thiocyanato-thiazol-2-yl)-urea, dithioerythritol and 2-(hexamethyleneimino)ethyl chloride. The product is N1(CCCCCC1)CCSC1=CN=C(S1)NC(N([C@@H]1CC[C@H](CC1)C)C1CCCCC1)=O (3-[5-(2-Azepan-1-yl-ethylsulfanyl)-thiazol-2-yl]-1-cyclohexyl-1-(trans-4-methyl-cyclohexyl)-urea). Starting materials: O=O (Oxygen), S1C2=C(C=C1)C(CCC2)NC(C)=O (N-(4,5,6,7-tetrahydrobenzo[b]thien-4-yl)acetamide), cobaltous acetate, cobaltous bromide tetrahydrate, C(C(C)C)(=O)O (isobutyric acid). Solvent: O (water). Conditions: temperature 48 celsius, time 2 hour. Product: O=C1CCC(C2=C1SC=C2)NC(C)=O (N-(4,5,6,7-tetrahydro-7-oxobenzo[b]thien-4-yl)-acetamide). The yield is 37.0%. RXN SMILES: O=O.[S:3]1[CH:7]=[CH:6][C:5]2[CH:8]([NH:12][C:13](=[O:15])[CH3:14])[CH2:9][CH2:10][CH2:11][C:4]1=2.C(O)(=[O:20])C(C)C>O>[O:20]=[C:11]1[C:4]2[S:3][CH:7]=[CH:6][C:5]=2[CH:8]([NH:12][C:13](=[O:15])[CH3:14])[CH2:9][CH2:10]1. Procedure details: Oxygen is passed into a mixture of N-(4,5,6,7-tetrahydrobenzo[b]thien-4-yl)acetamide (1.0 g; 5.13 m mole), cobaltous acetate (0.25 g; 1.4 m mole), cobaltous bromide tetrahydrate (0.32 g; 1.1 m mole), isobutyric acid (20 ml) and water (0.2 ml) in a sintered glass funnel fitted with a condenser and thermometer, via the stem of the funnel. The dark brown mixture is oxygenated for 100 minutes at room temperature, then heated briefly to 48° C. After 2 hours and 10 minutes, the mixture is reheated to ... Starting materials: CCOC(=O)C1(Cc2ccccc2)CCNCC1, CC(=O)O, O=N[O-], [Na+], [Na+], O, O=C([O-])O. Product: CCOC(=O)C1(Cc2ccccc2)CCN(N=O)CC1. As a reaction SMILES: [CH2:1]([CH3:2])[O:3][C:4](=[O:5])[C:6]1([CH2:12][c:13]2[cH:14][cH:15][cH:16][cH:17][cH:18]2)[CH2:7][CH2:8][NH:9][CH2:10][CH2:11]1.[CH3:23][C:24](=[O:25])[OH:26].[N:19](=[O:20])[O-:21].[Na+:22].[Na+:27].[OH2:32].[OH:28][C:29](=[O:30])[O-:31]>>[CH2:1]([CH3:2])[O:3][C:4](=[O:5])[C:6]1([CH2:12][c:13]2[cH:14][cH:15][cH:16][cH:17][cH:18]2)[CH2:7][CH2:8][N:9]([N:19]=[O:20])[CH2:10][CH2:11]1. Reactants: ClC1=NSC(=C1Cl)C(=O)OCC (3,4-Dichloro-5-ethoxycarbonylisothiazole), FS(=O)(=O)OC (methyl fluorosulfonate). Isolated yield 99.0%. As a reaction SMILES: [Cl:1][C:2]1[C:6]([Cl:7])=[C:5]([C:8]([O:10][CH2:11][CH3:12])=[O:9])[S:4][N:3]=1.[F:13][S:14]([O:17][CH3:18])(=[O:16])=[O:15]>>[F:13][S:14]([O-:17])(=[O:16])=[O:15].[Cl:1][C:2]1[C:6]([Cl:7])=[C:5]([C:8]([O:10][CH2:11][CH3:12])=[O:9])[S:4][N+:3]=1[CH3:18] |f:2.3|. Product: FS(=O)(=O)[O-].ClC1=[N+](SC(=C1Cl)C(=O)OCC)C (3,4-dichloro-2-methyl-5-ethoxycarbonylisothiazolium fluorosulfonate). Reported procedure: 3,4-Dichloro-5-ethoxycarbonylisothiazole (6.0 g, 0.027 mol) and 4 ml of methyl fluorosulfonate were heated at 110° for 1 hr under a nitrogen atmosphere. The solid was washed with ether and benzene to yield 9.0 g (99%) of 3,4-dichloro-2-methyl-5-ethoxycarbonylisothiazolium fluorosulfonate, mp 118-123. Analysis--Calculated for C7H8Cl2FNO5S2 : Cl, 20.84; N, 4.12; S, 18.85. Found Cl, 20.56; N, 4.06; S, 18.89.